From a dataset of the Open Reaction Database (ORD), a public repository of structured organic reaction records. describe an organic reaction: reactants, conditions, products, and yield Reactants: resultant solution, C(C(=C)C)(=O)N=C=O (methacryloyl isocyanate), N (ammonia), N (ammonia), C(Cl)(Cl)Cl (chloroform), C(Cl)(Cl)Cl (chloroform), C(Cl)(Cl)Cl (chloroform). Run in ClCCCl (1,2-dichloroethane), ClCCCl (1,2-dichloroethane). The product is C(C(=C)C)(=O)NC(=O)N (1-methacryloylurea). RXN SMILES: [NH3:1].C(Cl)(Cl)Cl.[C:6]([N:11]=[C:12]=[O:13])(=[O:10])[C:7]([CH3:9])=[CH2:8]>ClCCCl>[C:6]([NH:11][C:12]([NH2:1])=[O:13])(=[O:10])[C:7]([CH3:9])=[CH2:8]. Procedure: Gaseous ammonia was blown into dry chloroform (50 g) to prepare a chloroform solution containing ammonia (0.18 g; 10.5 mmol). To the resultant solution, a solution of methacryloyl isocyanate (1.11 g; 10 mmol) in 1,2-dichloroethane (2 ml) was dropwise added under-nitrogen stream while cooling with ice. After completion of the addition, chloroform and 1,2-dichloroethane were evaporated under reduced pressure to give 1-methacryloylurea (1.28 g), which was recrystallized from a mixture of benzene an... The reactants are Brc1ccccn1, [Li]CCCC, CCOCC, CCCCCC, O=Cc1ccc([N+](=O)[O-])cc1Cl, C1CCOC1, O. Product: O=[N+]([O-])c1ccc(C(O)c2ccccn2)c(Cl)c1. As a reaction SMILES: [Br:1][c:2]1[cH:3][cH:4][cH:5][cH:6][n:7]1.[CH2:14]([Li:15])[CH2:16][CH2:17][CH3:18].[CH2:32]([O:33][CH2:34][CH3:35])[CH3:36].[CH3:8][CH2:9][CH2:10][CH2:11][CH2:12][CH3:13].[Cl:19][c:20]1[c:21]([CH:22]=[O:23])[cH:24][cH:25][c:26]([N+:28](=[O:29])[O-:30])[cH:27]1.[O:37]1[CH2:38][CH2:39][CH2:40][CH2:41]1.[OH2:31]>>[c:2]1([CH:22]([c:21]2[c:20]([Cl:19])[cH:27][c:26]([N+:28](=[O:29])[O-:30])[cH:25][cH:24]2)[OH:23])[cH:3][cH:4][cH:5][cH:6][n:7]1. Reactants: [BH4-], CCO, Cc1ncc2n1-c1ccc(Cl)cc1C(c1ccccc1F)=[N+]([O-])C2, [Na+], O. Reaction SMILES: [BH4-:28].[CH3:25][CH2:26][OH:27].[Cl:1][c:2]1[cH:3][cH:4][c:5]2[c:6]([cH:24]1)[C:7]([c:17]1[c:18]([F:23])[cH:19][cH:20][cH:21][cH:22]1)=[N+:8]([O-:16])[CH2:9][c:10]1[n:11]-2[c:12]([CH3:15])[n:13][cH:14]1.[Na+:29].[OH2:30]>>[Cl:1][c:2]1[cH:3][cH:4][c:5]2[c:6]([cH:24]1)[CH:7]([c:17]1[c:18]([F:23])[cH:19][cH:20][cH:21][cH:22]1)[N:8]([OH:16])[CH2:9][c:10]1[n:11]-2[c:12]([CH3:15])[n:13][cH:14]1. The product is Cc1ncc2n1-c1ccc(Cl)cc1C(c1ccccc1F)N(O)C2. Reactants: CCOC(C)=O, COC(=O)c1cnc(Cl)c([N+](=O)[O-])c1, COC(=O)C1CCCCN1. Yields the product COC(=O)c1cnc(N2CCCCC2C(=O)OC)c([N+](=O)[O-])c1. Reaction SMILES: [CH3:25][CH2:26][O:27][C:28](=[O:29])[CH3:30].[Cl:1][c:2]1[n:3][cH:4][c:5]([C:6](=[O:7])[O:8][CH3:9])[cH:10][c:11]1[N+:12](=[O:13])[O-:14].[NH:15]1[CH:16]([C:21](=[O:22])[O:23][CH3:24])[CH2:17][CH2:18][CH2:19][CH2:20]1>>[c:2]1([N:15]2[CH:16]([C:21](=[O:22])[O:23][CH3:24])[CH2:17][CH2:18][CH2:19][CH2:20]2)[n:3][cH:4][c:5]([C:6](=[O:7])[O:8][CH3:9])[cH:10][c:11]1[N+:12](=[O:13])[O-:14].